Dataset: the Open Reaction Database (ORD), a public repository of structured organic reaction records. Task: describe an organic reaction: reactants, conditions, products, and yield Reactants: O=C([O-])[O-], CC(C)(C)OC(=O)Nc1ccc(CN2CCNCC2(C)C)cn1, CI, COCCOC, [K+], [K+]. The product is CN1CCN(Cc2ccc(NC(=O)OC(C)(C)C)nc2)C(C)(C)C1. RXN SMILES: [C:26](=[O:27])([O-:28])[O-:29].[C:3]([CH3:4])([CH3:5])([CH3:6])[O:7][C:8]([NH:9][c:10]1[n:11][cH:12][c:13]([CH2:16][N:17]2[C:18]([CH3:23])([CH3:24])[CH2:19][NH:20][CH2:21][CH2:22]2)[cH:14][cH:15]1)=[O:25].[CH3:1][I:2].[CH3:32][O:33][CH2:34][CH2:35][O:36][CH3:37].[K+:30].[K+:31]>>[C:3]([CH3:4])([CH3:5])([CH3:6])[O:7][C:8]([NH:9][c:10]1[n:11][cH:12][c:13]([CH2:16][N:17]2[C:18]([CH3:23])([CH3:24])[CH2:19][N:20]([CH3:26])[CH2:21][CH2:22]2)[cH:14][cH:15]1)=[O:25]. Reactants: crude product, OC1=C(C(=CC(=C1)O)O)C(=O)CC(C)C ((2-methylpropyl) (2,4,6-trihydroxyphenyl) ketone), [Cl-].[NH4+] (ammonium chloride), ClCC=C(C)C (1-chloro-3-methyl-2-butene). The solvent is CO (methanol), CO (methanol). Product: CC(CC(=O)C1=C(C(=C(C(=C1O)CC=C(C)C)O)CC=C(C)C)O)C ({3,5-bis(3-methyl-2-butenyl)-2,4,6-trihydroxyphenyl} (2-methylpropyl) ketone). The yield is 17.1%. RXN SMILES: [OH:1][C:2]1[CH:7]=[C:6]([OH:8])[CH:5]=[C:4]([OH:9])[C:3]=1[C:10]([CH2:12][CH:13]([CH3:15])[CH3:14])=[O:11].Cl[CH2:17][CH:18]=[C:19]([CH3:21])[CH3:20].[Cl-].[NH4+]>CO>[CH3:14][CH:13]([CH3:15])[CH2:12][C:10]([C:3]1[C:2]([OH:1])=[C:7]([CH2:17][CH:18]=[C:19]([CH3:21])[CH3:20])[C:6]([OH:8])=[C:5]([CH2:7][CH:2]=[C:3]([CH3:10])[CH3:4])[C:4]=1[OH:9])=[O:11] |f:2.3|. Procedure: Under an atmosphere of nitrogen, 441 mg (11.1 mmol, 2.06 equivalents) of an oily 60% sodium hydride was washed with dry hexane to remove paraffin. To this was added 6.0 ml of dry methanol cooling with ice and stirred. Then, a methanol (6.0 ml) solution of 1.135 g (5.400 mmol) of (2-methylpropyl) (2,4,6-trihydroxyphenyl) ketone (5) was added dropwise to the solution. Further, a methanol (5.0 ml) solution of 1.205 g (11.52 mmol, 2.130 equivalents) of 1-chloro-3-methyl-2-butene was slowly added dro... Reactants: ClC1=CC=C2C(=N1)C=C(N2S(=O)(=O)C2=CC=CC=C2)C(=O)OC(C)(C)C (tert-butyl 5-chloro-1-(phenylsulfonyl)-1H-pyrrolo[3,2-b]pyridine-2-carboxylate), N(NC(=O)OC(C)(C)C)C(=O)OC(C)(C)C (di-tert-butyl hydrazine-1,2-dicarboxylate), C(=O)([O-])[O-].[Cs+].[Cs+] (Cs2CO3). Reagents/catalysts: C1(CCCCC1)P(C1=C(C=CC=C1)C1=C(C=C(C=C1C(C)C)C(C)C)C(C)C)C1CCCCC1.NC1=C(C=CC=C1)C1=C(C=CC=C1)[Pd]Cl (dicyclohexyl(2′,4′,6′-triisopropylbiphenyl-2-yl)phosphine (2′-aminobiphenyl-2-yl)(chloro)palladium). Solvent: C1(=CC=CC=C1)C (toluene). Conditions: temperature 110 celsius. Yields the product C(C)(C)(C)OC(=O)C1=CC2=NC(=CC=C2N1S(=O)(=O)C1=CC=CC=C1)N(NC(=O)OC(C)(C)C)C(=O)OC(C)(C)C (di-tert-butyl 1-[2-(tert-butoxycarbonyl)-1-(phenylsulfonyl)-1H-pyrrolo[3,2-b]pyridin-5-yl]hydrazine-1,2-dicarboxylate). Reaction SMILES: Cl[C:2]1[N:7]=[C:6]2[CH:8]=[C:9]([C:20]([O:22][C:23]([CH3:26])([CH3:25])[CH3:24])=[O:21])[N:10]([S:11]([C:14]3[CH:19]=[CH:18][CH:17]=[CH:16][CH:15]=3)(=[O:13])=[O:12])[C:5]2=[CH:4][CH:3]=1.[NH:27]([C:36]([O:38][C:39]([CH3:42])([CH3:41])[CH3:40])=[O:37])[NH:28][C:29]([O:31][C:32]([CH3:35])([CH3:34])[CH3:33])=[O:30].C([O-])([O-])=O.[Cs+].[Cs+]>C1(C)C=CC=CC=1.C1(P(C2CCCCC2)C2C=CC=CC=2C2C(C(C)C)=CC(C(C)C)=CC=2C(C)C)CCCCC1.NC1C=CC=CC=1C1C=CC=CC=1[Pd]Cl>[C:23]([O:22][C:20]([C:9]1[N:10]([S:11]([C:14]2[CH:19]=[CH:18][CH:17]=[CH:16][CH:15]=2)(=[O:13])=[O:12])[C:5]2[C:6](=[N:7][C:2]([N:27]([C:36]([O:38][C:39]([CH3:42])([CH3:41])[CH3:40])=[O:37])[NH:28][C:29]([O:31][C:32]([CH3:33])([CH3:34])[CH3:35])=[O:30])=[CH:3][CH:4]=2)[CH:8]=1)=[O:21])([CH3:26])([CH3:25])[CH3:24] |f:2.3.4,6.7|. Procedure: tert-Butyl 5-chloro-1-(phenylsulfonyl)-1H-pyrrolo[3,2-b]pyridine-2-carboxylate (0.500 g, 1.27 mmol, from Step 1), di-tert-butyl hydrazine-1,2-dicarboxylate (0.32 g, 1.4 mmol) and Cs2CO3 (0.41 g, 1.3 mmol) were combined in toluene (6 mL) and dicyclohexyl(2′,4′,6′-triisopropylbiphenyl-2-yl)phosphine-(2′-aminobiphenyl-2-yl)(chloro)palladium (1:1) (0.10 g, 0.13 mmol) was added. The mixture was degassed by a stream of nitrogen through the solution for 10 minutes and was heated to 110° C. for 4 hours.... The reactants are Nc1cccc(Br)n1, CCOC(C)=O, Cc1ccccc1, CC(C)(C)[O-], Fc1ccc(CCl)cc1, [Na+]. Product: Fc1ccc(CNc2cccc(Br)n2)cc1. Reaction SMILES: [Br:1][c:2]1[cH:3][cH:4][cH:5][c:6]([NH2:8])[n:7]1.[CH3:24][CH2:25][O:26][C:27]([CH3:28])=[O:29].[CH3:30][c:31]1[cH:32][cH:33][cH:34][cH:35][cH:36]1.[CH3:9][C:10]([CH3:11])([O-:12])[CH3:13].[F:15][c:16]1[cH:17][cH:18][c:19]([CH2:20][Cl:21])[cH:22][cH:23]1.[Na+:14]>>[Br:1][c:2]1[cH:3][cH:4][cH:5][c:6]([NH:8][CH2:20][c:19]2[cH:18][cH:17][c:16]([F:15])[cH:23][cH:22]2)[n:7]1. Starting materials: C(C)OC(=O)C=1C(=C2C(=C(N1)C#N)N(C=C2Cl)CCC2=CC=CC=C2)O (3-chloro-7-cyano-4-hydroxy-1-phenethyl-1H-pyrrolo[2,3-c]pyridine-5-carboxylic acid ethyl ester), NCC(=O)O (glycine), C[O-].[Na+].CO (NaOMe HOMe). Yields the product ClC1=CN(C2=C(N=C(C(=C21)O)C(=O)NCC(=O)O)C#N)CCC2=CC=CC=C2 ([(3-Chloro-7-cyano-4-hydroxy-1-phenethyl-1H-pyrrolo[2,3-c]pyridine-5-carbonyl)-amino]-acetic acid). As a reaction SMILES: C(O[C:4]([C:6]1[C:7]([OH:26])=[C:8]2[C:16]([Cl:17])=[CH:15][N:14]([CH2:18][CH2:19][C:20]3[CH:25]=[CH:24][CH:23]=[CH:22][CH:21]=3)[C:9]2=[C:10]([C:12]#[N:13])[N:11]=1)=[O:5])C.[NH2:27][CH2:28][C:29]([OH:31])=[O:30].C[O-].[Na+].CO>>[Cl:17][C:16]1[C:8]2[C:9](=[C:10]([C:12]#[N:13])[N:11]=[C:6]([C:4]([NH:27][CH2:28][C:29]([OH:31])=[O:30])=[O:5])[C:7]=2[OH:26])[N:14]([CH2:18][CH2:19][C:20]2[CH:21]=[CH:22][CH:23]=[CH:24][CH:25]=2)[CH:15]=1 |f:2.3.4|. Procedure: Prepared in analogy to that of Example 1(e) from 3-chloro-7-cyano-4-hydroxy-1-phenethyl-1H-pyrrolo[2,3-c]pyridine-5-carboxylic acid ethyl ester, glycine and NaOMe/HOMe. The title compound, ESI MS (m/z): 399 (M+H)+. The reactants are CO, CC(=O)CC1OCCc2ccccc21, Cl, CC(N)C(O)c1ccc(O)cc1. The product is CC(CC1OCCc2ccccc21)NC(C)C(O)c1ccc(O)cc1. RXN SMILES: [CH3:28][OH:29].[CH:1]1([CH2:11][C:12]([CH3:13])=[O:14])[O:2][CH2:3][CH2:4][c:5]2[cH:6][cH:7][cH:8][cH:9][c:10]21.[ClH:27].[NH2:15][CH:16]([CH:17]([OH:18])[c:19]1[cH:20][cH:21][c:22]([OH:25])[cH:23][cH:24]1)[CH3:26]>>[CH:1]1([CH2:11][CH:12]([CH3:13])[NH:15][CH:16]([CH:17]([OH:18])[c:19]2[cH:20][cH:21][c:22]([OH:25])[cH:23][cH:24]2)[CH3:26])[O:2][CH2:3][CH2:4][c:5]2[cH:6][cH:7][cH:8][cH:9][c:10]21. The reactants are O=C1NC(=O)c2ccccc21, CC(C)OC(=O)N=NC(=O)OC(C)C, C1CCOC1, CC(C)(O)C1CC=C(CO)CC1. Yields the product CC(C)(O)C1CC=C(CN2C(=O)c3ccccc3C2=O)CC1. RXN SMILES: [O:13]=[C:14]1[NH:15][C:16](=[O:17])[c:18]2[cH:19][cH:20][cH:21][cH:22][c:23]21.[O:24]=[C:25]([O:26][CH:27]([CH3:28])[CH3:29])[N:30]=[N:31][C:32]([O:33][CH:34]([CH3:35])[CH3:36])=[O:37].[O:38]1[CH2:39][CH2:40][CH2:41][CH2:42]1.[OH:1][CH2:2][C:3]1=[CH:4][CH2:5][CH:6]([C:9]([CH3:10])([CH3:11])[OH:12])[CH2:7][CH2:8]1>>[CH2:2]([C:3]1=[CH:4][CH2:5][CH:6]([C:9]([CH3:10])([CH3:11])[OH:12])[CH2:7][CH2:8]1)[N:15]1[C:14](=[O:13])[c:23]2[c:18]([cH:19][cH:20][cH:21][cH:22]2)[C:16]1=[O:17].